Dataset: the Open Reaction Database (ORD), a public repository of structured organic reaction records. Task: describe an organic reaction: reactants, conditions, products, and yield Procedure: 1.6 g (10.94 mmol) of dimethyl cyanocarbonodithioimidate and 2.0 g (13.23 mmol) of piperonyl amine were dissolved in methyl alcohol, and then stirred for 30 minutes. After completion of the reaction, the produced solid was filtered, and then washed with water and methyl alcohol, thus obtaining 2.4 g (95% yield) of a desired compound of Formula 3. The reactants are Formula 3, C(#N)N=C(SC)SC (dimethyl cyanocarbonodithioimidate), C(C1=CC=2OCOC2C=C1)N (piperonyl amine). The yield is 88.0%. Product: O1COC2=C1C=CC(=C2)CNC(SC)=NC#N (1-(benzo[d][1,3]dioxol-5-ylmethyl)-3-cyano-2-methylisothiourea). Reaction conditions: time 30 minute. Reaction SMILES: [C:1]([N:3]=[C:4](SC)[S:5][CH3:6])#[N:2].[CH2:9]([NH2:19])[C:10]1[CH:18]=[CH:17][C:16]2[O:15][CH2:14][O:13][C:12]=2[CH:11]=1>CO>[O:15]1[C:16]2[CH:17]=[CH:18][C:10]([CH2:9][NH:19][C:4](=[N:3][C:1]#[N:2])[S:5][CH3:6])=[CH:11][C:12]=2[O:13][CH2:14]1. Run in CO (methyl alcohol). The reactants are NC1=C(C=CC=C1)B1OC(C)(C)C(C)(C)O1 (2-aminophenyl boronic acid pinacol ester), C([O-])([O-])=O.[K+].[K+] (potassium carbonate), C(Cl)(Cl)Cl (Chloroform), BrCC(=O)Br (Bromoacetyl bromide). Solvent: O (water), C(C)(=O)OCC (Ethyl acetate), CCCCCC (n-hexane). Conditions: time 10 minute. Product: BrCC(=O)NC1=C(C=CC=C1)B(O)O (2-(bromoacetamido)phenylboronic acid). Reaction SMILES: [NH2:1][C:2]1[CH:7]=[CH:6][CH:5]=[CH:4][C:3]=1[B:8]1[O:16]C(C)(C)C(C)(C)[O:9]1.C(=O)([O-])[O-].[K+].[K+].C(Cl)(Cl)Cl.[Br:27][CH2:28][C:29](Br)=[O:30]>O.CCCCCC.C(OCC)(=O)C>[Br:27][CH2:28][C:29]([NH:1][C:2]1[CH:7]=[CH:6][CH:5]=[CH:4][C:3]=1[B:8]([OH:9])[OH:16])=[O:30] |f:1.2.3|. Procedure details: (50 g, 0.228 mol) of 2-aminophenyl boronic acid pinacol ester and (110 g, 0.798 mole) of potassium carbonate were charged into 10 L, 3 necks RBF connected with overhead stirrer, thermometer and additional funnel, 5 L of Chloroform, synthetic grade was loaded then stirred for 10±5 minutes at 25±5° C. after that (115 g, 50 mL, 0.57 mol) of Bromoacetyl bromide was added drop wise during 10±5 minutes while the mixture stirred. After end of loading, the mixture was stirred for 1-2 hrs at 25±5° C., th... Reactants: C1CCOC1, Cc1cc(Cl)cnc1CN(Cc1ccc(C#N)cc1CO)C(C)(C)c1ccccn1, ClCCl, [Na+], [OH-]. The product is Cc1cc(Cl)cnc1CN(Cc1ccc(CN)cc1CO)C(C)(C)c1ccccn1. Reaction SMILES: [CH2:36]1[O:37][CH2:38][CH2:39][CH2:40]1.[Cl:1][c:2]1[cH:3][c:4]([CH3:30])[c:5]([CH2:8][N:9]([C:10]([CH3:11])([c:12]2[n:13][cH:14][cH:15][cH:16][cH:17]2)[CH3:18])[CH2:19][c:20]2[c:21]([CH2:28][OH:29])[cH:22][c:23]([C:24]#[N:25])[cH:26][cH:27]2)[n:6][cH:7]1.[Cl:33][CH2:34][Cl:35].[Na+:32].[OH-:31]>>[Cl:1][c:2]1[cH:3][c:4]([CH3:30])[c:5]([CH2:8][N:9]([C:10]([CH3:11])([c:12]2[n:13][cH:14][cH:15][cH:16][cH:17]2)[CH3:18])[CH2:19][c:20]2[c:21]([CH2:28][OH:29])[cH:22][c:23]([CH2:24][NH2:25])[cH:26][cH:27]2)[n:6][cH:7]1. The reactants are O=C(Cl)C1CCC1, COc1cc2c(cc1OC)C(C1CC1)NCC2, O=C(Cl)C1CC1. The product is COc1cc2c(cc1OC)C(C1CCC1)NCC2. As a reaction SMILES: [CH:18]1([C:19]([Cl:20])=[O:21])[CH2:22][CH2:23][CH2:24]1.[CH:1]1([CH:4]2[NH:5][CH2:6][CH2:7][c:8]3[cH:9][c:10]([O:16][CH3:17])[c:11]([O:14][CH3:15])[cH:12][c:13]32)[CH2:2][CH2:3]1.[CH:25]1([C:26]([Cl:27])=[O:28])[CH2:29][CH2:30]1>>[CH:1]1([CH:4]2[NH:5][CH2:6][CH2:7][c:8]3[cH:9][c:10]([O:16][CH3:17])[c:11]([O:14][CH3:15])[cH:12][c:13]32)[CH2:3][CH2:2][CH2:18]1. Reactants: O=C1NC(CCO)C1Cc1ccccc1, COC(C)(C)OC. Product: CC1C(=O)NC1CCO. RXN SMILES: [CH2:1]([c:2]1[cH:3][cH:4][cH:5][cH:6][cH:7]1)[CH:8]1[C:9](=[O:15])[NH:10][CH:11]1[CH2:12][CH2:13][OH:14].[CH3:16][O:17][C:18]([O:19][CH3:20])([CH3:21])[CH3:22]>>[CH3:1][CH:8]1[C:9](=[O:15])[NH:10][CH:11]1[CH2:12][CH2:13][OH:14]. The reactants are Cl (HCl), O1CCOCC1 (dioxane), [BH4-].[Na+] (Sodium borohydride), BrC=1C=C(C(=NC1)C(=O)OC)C(=O)OC (dimethyl 5-bromopyridine-2,3-dicarboxylate), [BH4-].[Na+] (sodium borohydride), Cl (HCl), [Cl-].[Ca+2].[Cl-] (calcium chloride). The solvent is C(C)O (ethanol). Conditions: temperature 23 celsius, time 8 hour. The product is BrC=1C=C(C(=NC1)CO)CO ((5-Bromopyridine-2,3-diyl)dimethanol), hydrochloride salt. As a reaction SMILES: [BH4-].[Na+].[Br:3][C:4]1[CH:5]=[C:6]([C:14](OC)=[O:15])[C:7]([C:10](OC)=[O:11])=[N:8][CH:9]=1.[Cl-].[Ca+2].[Cl-].Cl.O1CCOCC1>C(O)C>[Br:3][C:4]1[CH:5]=[C:6]([CH2:14][OH:15])[C:7]([CH2:10][OH:11])=[N:8][CH:9]=1 |f:0.1,3.4.5|. Reported procedure: Sodium borohydride (15.9 g, 420 mmol) was added portionwise over 30 min to a solution of dimethyl 5-bromopyridine-2,3-dicarboxylate (20 g, 73 mmol) in ethanol (460 mL) precooled to 0° C. A solution of calcium chloride (23.3 g, 209 mmol) in 150 mL was added slowly at 0° C., and the reaction mixture was warmed to 23° C. and stirred overnight. Excess sodium borohydride was quenched by slow addition of aqueous 2 N HCl solution (230 mL, 460 mmol), followed by a stirring at 23° C. for 2 h. The mixture... Starting materials: C(C)(C)(C)C1=C(C(=CC(=C1)C)C(C)(C)C)O (2,6-di-tert.butyl-4-methylphenol), C=O (formaldehyde), CNC (dimethylamine). Procedure: Upon intermixing of 2,6-di-tert.butyl-4-methylphenol, formaldehyde and dimethylamine in an alcoholic medium at a temperature within the range of from 80° to 90° C. a condensation reaction occurs resulting in the formation of N,N-dimethyl-3,5-di-tert.butyl-4-hydroxybenzylamine. Along with the latter, formed are readily-volatile reaction products, i.e., water and bis-amine. In addition, alcohol is contained in the reaction mass. The thus-selected temperature range is optimal. When temperature is d... Product: CN(C)CC1=CC(=C(C(=C1)C(C)(C)C)O)C(C)(C)C (N,N-dimethyl-3,5-di-tert.butyl-4-hydroxybenzylamine). Reaction SMILES: [C:1]([C:5]1[CH:10]=[C:9]([CH3:11])[CH:8]=[C:7]([C:12]([CH3:15])([CH3:14])[CH3:13])[C:6]=1[OH:16])([CH3:4])([CH3:3])[CH3:2].C=O.[CH3:19][NH:20][CH3:21]>>[CH3:19][N:20]([CH2:11][C:9]1[CH:10]=[C:5]([C:1]([CH3:4])([CH3:3])[CH3:2])[C:6]([OH:16])=[C:7]([C:12]([CH3:15])([CH3:14])[CH3:13])[CH:8]=1)[CH3:21]. RXN SMILES: [C:19](=[O:20])([O-:21])[O-:22].[CH3:26][N:27]([CH3:28])[CH:29]=[O:30].[Cl:9][CH2:10][c:11]1[c:12]([O:17][CH3:18])[n:13][cH:14][cH:15][cH:16]1.[ClH:1].[K+:23].[K+:24].[NH:2]1[CH2:3][CH2:4][C:5](=[O:8])[CH2:6][CH2:7]1.[OH2:25]>>[N:2]1([CH2:10][c:11]2[c:12]([O:17][CH3:18])[n:13][cH:14][cH:15][cH:16]2)[CH2:3][CH2:4][C:5](=[O:8])[CH2:6][CH2:7]1. The product is COc1ncccc1CN1CCC(=O)CC1. The reactants are O=C([O-])[O-], CN(C)C=O, COc1ncccc1CCl, Cl, [K+], [K+], O=C1CCNCC1, O. Reactants: COc1ccc(S(=O)(=O)c2ccc(Br)cc2F)nn1, Cl, C1COCCO1. Yields the product O=c1ccc(S(=O)(=O)c2ccc(Br)cc2F)n[nH]1. As a reaction SMILES: [Br:1][c:2]1[cH:3][c:4]([F:19])[c:5]([S:8](=[O:9])(=[O:10])[c:11]2[n:12][n:13][c:14]([O:17][CH3:18])[cH:15][cH:16]2)[cH:6][cH:7]1.[ClH:20].[O:21]1[CH2:22][CH2:23][O:24][CH2:25][CH2:26]1>>[Br:1][c:2]1[cH:3][c:4]([F:19])[c:5]([S:8](=[O:9])(=[O:10])[c:11]2[n:12][nH:13][c:14](=[O:17])[cH:15][cH:16]2)[cH:6][cH:7]1. The reactants are COC1=CC2=C(SC=C2)C=C1 (5-methoxybenzo[b]thiophene), COC1=CC2=C(SC(=C2)B(O)O)C=C1 ((5-methoxybenzo[b]thiophen-2-yl)boronic acid), BrC1=C(C=C(C=C1)OC)[N+](=O)[O-] (4-bromo-3-nitroanisole). Product: COC1=CC2=C(SC(=C2)C2=C(C=C(C=C2)OC)[N+](=O)[O-])C=C1 (5-methoxy-2-(4-methoxy-2-nitrophenyl)benzo[b]thiophene). Reaction SMILES: [CH3:1][O:2][C:3]1[CH:11]=[CH:10][C:6]2[S:7][CH:8]=[CH:9][C:5]=2[CH:4]=1.COC1C=CC2SC(B(O)O)=CC=2C=1.Br[C:27]1[CH:32]=[CH:31][C:30]([O:33][CH3:34])=[CH:29][C:28]=1[N+:35]([O-:37])=[O:36]>>[CH3:1][O:2][C:3]1[CH:11]=[CH:10][C:6]2[S:7][C:8]([C:27]3[CH:32]=[CH:31][C:30]([O:33][CH3:34])=[CH:29][C:28]=3[N+:35]([O-:37])=[O:36])=[CH:9][C:5]=2[CH:4]=1. Reported procedure: Synthesized from 5-methoxybenzo[b]thiophene according to an analogous synthetic method to Preparation Example 78, (5-methoxybenzo[b]thiophen-2-yl)boronic acid (6.2 g) and 4-bromo-3-nitroanisole (5.5 g) were used according to an analogous synthetic method to Preparation Example 79 to provide 5-methoxy-2-(4-methoxy-2-nitrophenyl)benzo[b]thiophene (2.7 g). The total amount of this compound was used according to an analogous synthetic method to Example 22 to provide the title compound (2.3 g).